From a dataset of the Open Reaction Database (ORD), a public repository of structured organic reaction records. describe an organic reaction: reactants, conditions, products, and yield Starting materials: CC1=NC2=CC=CC=C2C(=C1)N1CCN(CC1)S(=O)(=O)C (2-Methyl-4-(4-methylsulfonylpiperazin-1-yl)quinoline), C(C)OP(=O)(OCC)Cl (Diethylchlorophosphate), C(C)(=O)O (Acetic acid), C[Si]([N-][Si](C)(C)C)(C)C.[Li+] (Lithium hexamethyldisilazid), solution. The solvent is C1CCOC1 (THF), O (water), C1CCOC1 (THF). Conditions: temperature -78 celsius, time 1 hour. Yields the product C(C)OP(=O)(OCC)CS(=O)(=O)N1CCN(CC1)C1=CC(=NC2=CC=CC=C12)C (4-[4-(Diethoxyphosphorylmethylsulfonyl)piperazin-1-yl]-2-methyl-quinoline). Isolated yield 97.5%. Reaction SMILES: [CH3:1][C:2]1[CH:11]=[C:10]([N:12]2[CH2:17][CH2:16][N:15]([S:18]([CH3:21])(=[O:20])=[O:19])[CH2:14][CH2:13]2)[C:9]2[C:4](=[CH:5][CH:6]=[CH:7][CH:8]=2)[N:3]=1.C[Si](C)(C)[N-][Si](C)(C)C.[Li+].[CH2:32]([O:34][P:35](Cl)([O:37][CH2:38][CH3:39])=[O:36])[CH3:33].C(O)(=O)C>C1COCC1.O>[CH2:32]([O:34][P:35]([CH2:21][S:18]([N:15]1[CH2:14][CH2:13][N:12]([C:10]2[C:9]3[C:4](=[CH:5][CH:6]=[CH:7][CH:8]=3)[N:3]=[C:2]([CH3:1])[CH:11]=2)[CH2:17][CH2:16]1)(=[O:20])=[O:19])([O:37][CH2:38][CH3:39])=[O:36])[CH3:33] |f:1.2|. Procedure: 2-Methyl-4-(4-methylsulfonylpiperazin-1-yl)quinoline (70 mg, 0.23 mmol) was placed in a Schlenk tube under an argon atmosphere, anhydrous THF (1.5 ml) was added and the solution cooled to −78° C. Lithium hexamethyldisilazid (50.6 mmol, 50.6 μl of a 1M solution in anhydrous THF) was added dropwise and the mixture stirred for one hour at −78° C. Diethylchlorophosphate (33.3 μl, 0.23 mmol) was added dropwise and stirring was continued for one hour. Acetic acid (100 μl) and water (1.5 ml) were added... Reactants: CC1CC(CC(C1C(=O)OC)=O)=O (methyl 6-methyl-2,4-dioxocyclohexane-1-carboxylate), CC1CC(CC(C1C(=O)OC)=O)=O (Methyl 6-methyl-2,4-dioxo-cyclohexane carboxylate), ClC=1C=CC(=C(C1)S)N (5-chloro-2-aminobenzenethiol). Run in CS(=O)C (DMSO). Product: ClC=1C=C2SC=3C(C(C(CC3NC2=CC1)C)C(=O)OC)=O (7- Chloro-3-carbomethoxy-2-methyl-2,3-dihydro-1H-phenothiazin-4[10H] -one). RXN SMILES: [CH3:1][CH:2]1[CH:7]([C:8]([O:10][CH3:11])=[O:9])[C:6](=[O:12])[CH2:5][C:4](=O)[CH2:3]1.[Cl:14][C:15]1[CH:16]=[CH:17][C:18]([NH2:22])=[C:19]([SH:21])[CH:20]=1>CS(C)=O>[Cl:14][C:15]1[CH:20]=[C:19]2[C:18](=[CH:17][CH:16]=1)[NH:22][C:4]1[CH2:3][CH:2]([CH3:1])[CH:7]([C:8]([O:10][CH3:11])=[O:9])[C:6](=[O:12])[C:5]=1[S:21]2. Procedure details: A mixture of methyl 6-methyl-2,4-dioxocyclohexane-1-carboxylate, 7a (2.53 g, 13.7 mmole) and 5-chloro-2-aminobenzenethiol, 6 (X=Cl, 2.20 g, 13.7 mmole), in DMSO (10 mL) is placed in a preheated heating mantle. The reaction mixture is stirred and refluxed for 0.5 h. Upon cooling, the reaction mixture forms a solid. The crystals are filtered and the remaining mother liquid is poured into cold water, whereupon further precipitation occurs. Each precipitate is separately recrystallized twice from Me...